From a dataset of the Open Reaction Database (ORD), a public repository of structured organic reaction records. describe an organic reaction: reactants, conditions, products, and yield Reactants: ice water, CSC=1C=2C3=C(C(NC3=CC1)=O)C=CC2 (6-(Methylthio)-benz[cd]indol-2(1H)-one), [OH-].[Na+] (sodium hydroxide), ClC1=CC(=CC=C1)C(=O)OO (m-chloroperbenzoic acid). The solvent is C(C)O (ethanol). Conditions: time 1.25 hour. The product is CS(=O)C=1C=2C3=C(C(NC3=CC1)=O)C=CC2 (6-(Methylsulfinyl)-benz[cd]indol-2(1H)-one). Yield: 46.5%. As a reaction SMILES: [CH3:1][S:2][C:3]1[C:4]2[C:5]3[C:9](=[CH:10][CH:11]=1)[NH:8][C:7](=[O:12])[C:6]=3[CH:13]=[CH:14][CH:15]=2.ClC1C=CC=C(C(OO)=[O:24])C=1.[OH-].[Na+]>C(O)C>[CH3:1][S:2]([C:3]1[C:4]2[C:5]3[C:9](=[CH:10][CH:11]=1)[NH:8][C:7](=[O:12])[C:6]=3[CH:13]=[CH:14][CH:15]=2)=[O:24] |f:2.3|. Reported procedure: To an ice water cooled stirred suspension of 1.3 g of 6-(methylthio)-benz[cd]indol-2(1H)-one (Example 2) in 25 ml of ethanol is added portionwise over 12 minutes 1.2 g of 85% m-chloroperbenzoic acid at a rate so the temperature is kept below 7° C. Stirring is continued over 1.25 hours. The reaction mixture is poured over crushed ice and 8 ml of 1N sodium hydroxide with stirring. After 15 minutes of additional stirring, the reaction mixture is filtered. The filtrate is extracted with methylene ch... Starting materials: ClC1=C(C=C(C(=O)Cl)C=C1)[N+](=O)[O-] (4-chloro-3-nitrobenzoyl chloride), C(C1=CC=CC=C1)N (Benzylamine). Yields the product C(C1=CC=CC=C1)NC(C1=CC(=C(C=C1)Cl)[N+](=O)[O-])=O (N-Benzyl-4-chloro-3-nitro-benzamide). RXN SMILES: [Cl:1][C:2]1[CH:10]=[CH:9][C:5]([C:6](Cl)=[O:7])=[CH:4][C:3]=1[N+:11]([O-:13])=[O:12].[CH2:14]([NH2:21])[C:15]1[CH:20]=[CH:19][CH:18]=[CH:17][CH:16]=1>>[CH2:14]([NH:21][C:6](=[O:7])[C:5]1[CH:9]=[CH:10][C:2]([Cl:1])=[C:3]([N+:11]([O-:13])=[O:12])[CH:4]=1)[C:15]1[CH:20]=[CH:19][CH:18]=[CH:17][CH:16]=1. Reported procedure: A mixture of 4-chloro-3-nitrobenzoyl chloride was reacted with Benzylamine to produce N-Benzyl-4-chloro-3-nitro-benzamide according to the procedure of Example 10A, which was treated sequentially using the procedures from Examples 22A and 22B to provide the title product. Reactants: CC(C)c1ccc(C(C#N)NCc2ccccc2)cc1, Cl, NCc1ccccc1, [Na+], N#C[Na], [OH-], O. Product: CC(C)c1ccc(C(CN)NCc2ccccc2)cc1. Reaction SMILES: [CH2:13]([c:14]1[cH:15][cH:16][cH:17][cH:18][cH:19]1)[NH:20][CH:21]([C:22]#[N:23])[c:24]1[cH:25][cH:26][c:27]([CH:30]([CH3:31])[CH3:32])[cH:28][cH:29]1.[ClH:1].[NH2:2][CH2:3][c:4]1[cH:5][cH:6][cH:7][cH:8][cH:9]1.[Na+:34].[Na:10][C:11]#[N:12].[OH-:33].[OH2:35]>>[CH2:13]([c:14]1[cH:15][cH:16][cH:17][cH:18][cH:19]1)[NH:20][CH:21]([CH2:22][NH2:23])[c:24]1[cH:25][cH:26][c:27]([CH:30]([CH3:31])[CH3:32])[cH:28][cH:29]1. Reactants: [Al+3], CCOCC, [H-], [H-], [H-], [H-], [Li+], C=C1CCC(N=[N+]=[N-])(c2cccc(C(C)(C)C)c2)CC1, [Na+], [Na+], O, O, O, O, O, O, O, O, O, O, O=S(=O)([O-])[O-]. RXN SMILES: [Al+3:22].[CH3:44][CH2:45][O:46][CH2:47][CH3:48].[H-:21].[H-:24].[H-:25].[H-:26].[Li+:23].[N:1](=[N+:2]=[N-:3])[C:4]1([c:11]2[cH:12][c:13]([C:17]([CH3:18])([CH3:19])[CH3:20])[cH:14][cH:15][cH:16]2)[CH2:5][CH2:6][C:7](=[CH2:10])[CH2:8][CH2:9]1.[Na+:42].[Na+:43].[OH2:27].[OH2:28].[OH2:29].[OH2:30].[OH2:31].[OH2:32].[OH2:33].[OH2:34].[OH2:35].[OH2:36].[S:37]([O-:38])([O-:39])(=[O:40])=[O:41]>>[NH2:1][C:4]1([c:11]2[cH:12][c:13]([C:17]([CH3:18])([CH3:19])[CH3:20])[cH:14][cH:15][cH:16]2)[CH2:5][CH2:6][C:7](=[CH2:10])[CH2:8][CH2:9]1. Yields the product C=C1CCC(N)(c2cccc(C(C)(C)C)c2)CC1. The reactants are ClC=1C=C(C=CC1Cl)S(=O)(=O)N1C=2C=CC=CC2C2=CC=CC=C2C1CC(=O)O ([5-(3,4-dichloro-benzenesulfonyl)-5,6-dihydro-phenanthridin-6-yl]-acetic acid), Cl.Cl.N1C(=NCC1)C1=CC=C(C=C1)CCN (2-[4-(4,5-dihydro-1H-imidazol-2-yl)-phenyl]-ethylamine dihydrochloride). Yields the product Cl.ClC=1C=C(C=CC1Cl)S(=O)(=O)N1C=2C=CC=CC2C2=CC=CC=C2C1CC(=O)NCCC1=CC=C(C=C1)C=1NCCN1 (2-[5-(3,4-Dichloro-benzenesulfonyl)-5,6-dihydro-phenanthridin-6-yl]-N-{2-[4-(4,5-dihydro-1H-imidazol-2-yl)-phenyl]-ethyl}-acetamide hydrochloride). As a reaction SMILES: [Cl:1][C:2]1[CH:3]=[C:4]([S:9]([N:12]2[CH:25]([CH2:26][C:27]([OH:29])=O)[C:24]3[C:19](=[CH:20][CH:21]=[CH:22][CH:23]=3)[C:18]3[CH:17]=[CH:16][CH:15]=[CH:14][C:13]2=3)(=[O:11])=[O:10])[CH:5]=[CH:6][C:7]=1[Cl:8].Cl.Cl.[NH:32]1[CH2:36][CH2:35][N:34]=[C:33]1[C:37]1[CH:42]=[CH:41][C:40]([CH2:43][CH2:44][NH2:45])=[CH:39][CH:38]=1>>[ClH:1].[Cl:1][C:2]1[CH:3]=[C:4]([S:9]([N:12]2[CH:25]([CH2:26][C:27]([NH:45][CH2:44][CH2:43][C:40]3[CH:41]=[CH:42][C:37]([C:33]4[NH:34][CH2:35][CH2:36][N:32]=4)=[CH:38][CH:39]=3)=[O:29])[C:24]3[C:19](=[CH:20][CH:21]=[CH:22][CH:23]=3)[C:18]3[CH:17]=[CH:16][CH:15]=[CH:14][C:13]2=3)(=[O:10])=[O:11])[CH:5]=[CH:6][C:7]=1[Cl:8] |f:1.2.3,4.5|. Procedure: The title compound was prepared from [5-(3,4-dichloro-benzenesulfonyl)-5,6-dihydro-phenanthridin-6-yl]-acetic acid and 2-[4-(4,5-dihydro-1H-imidazol-2-yl)-phenyl]-ethylamine dihydrochloride (Reference Example 2) according to the method described in Example 1e. MS (EI) 620.5 (MH+). Starting materials: [H-].[Li+].[Al+3].[H-].[H-].[H-] (Aluminum lithium hydride), ice water, FC1=CC=C2C(=CNC2=C1)\C=C\[N+](=O)[O-] (6-fluoro-3-[(E)-2-nitrovinyl]-1H-indole), C(C)(=O)OCC (ethyl acetate), [H-].[Li+].[Al+3].[H-].[H-].[H-] (aluminum lithium hydride). The solvent is O1CCCC1 (tetrahydrofuran), O1CCCC1 (tetrahydrofuran). Reaction conditions: temperature 60 celsius, time 1 hour. The product is FC=1C=C2NC=C(CCN)C2=CC1 (6-fluorotryptamine). Isolated yield 96.9%. Reaction SMILES: [H-].[Li+].[Al+3].[H-].[H-].[H-].[F:7][C:8]1[CH:16]=[C:15]2[C:11]([C:12](/[CH:17]=[CH:18]/[N+:19]([O-])=O)=[CH:13][NH:14]2)=[CH:10][CH:9]=1.C(OCC)(=O)C>O1CCCC1>[F:7][C:8]1[CH:16]=[C:15]2[C:11](=[CH:10][CH:9]=1)[C:12]([CH2:17][CH2:18][NH2:19])=[CH:13][NH:14]2 |f:0.1.2.3.4.5|. Reported procedure: Aluminum lithium hydride (1.36 g) was suspended in tetrahydrofuran (72 ml), 6-fluoro-3-[(E)-2-nitrovinyl]-1H-indole (1.48 g) was dissolved in tetrahydrofuran (20 ml) and added dropwise under ice-cooling, and the mixture was stirred at 60° C. for 1 hr. Under ice-cooling, excess aluminum lithium hydride was decomposed with ice water, ethyl acetate was added, and the mixture was filtered through a celite (trademark) filter. A 1N aqueous sodium hydroxide solution was added to the filtrate, pH was ad... Reactants: N(=[N+]=[N-])C(CN1N=CC=2C1=CC1=C(C=CCC12)OC)C ((RS)-1-(2-azido-propyl)-7-methoxy-1,4-dihydro-indeno[2,1-c]pyrazole), C(\C=C\C(=O)O)(=O)O (fumaric acid). Reagents/catalysts: [Pt]=O (platinum oxide). The solvent is C(C)O (ethanol), CO (methanol), C(C)OCC (diethyl ether). Reaction conditions: time 15 hour. Yields the product C(\C=C\C(=O)O)(=O)O.COC1=C2C=C3N(N=CC3=C2CC=C1)CC(C)N ((RS)-2-(7-methoxy-1,4-dihydro-indeno[2,1-c]pyrazol-1-yl)-1-methyl-ethylamine fumarate). The yield is 78.3%. RXN SMILES: [N:1]([CH:4]([CH3:20])[CH2:5][N:6]1[C:10]2=[CH:11][C:12]3[C:17]([CH2:16][CH:15]=[CH:14][C:13]=3[O:18][CH3:19])=[C:9]2[CH:8]=[N:7]1)=[N+]=[N-].[C:21]([OH:28])(=[O:27])/[CH:22]=[CH:23]/[C:24]([OH:26])=[O:25]>C(O)C.C(OCC)C.CO.[Pt]=O>[C:21]([OH:28])(=[O:27])/[CH:22]=[CH:23]/[C:24]([OH:26])=[O:25].[CH3:19][O:18][C:13]1[CH:14]=[CH:15][CH2:16][C:17]2[C:12]=1[CH:11]=[C:10]1[C:9]=2[CH:8]=[N:7][N:6]1[CH2:5][CH:4]([NH2:1])[CH3:20] |f:6.7|. Reported procedure: 0.85 g (3.2 mmol) of (RS)-1-(2-azido-propyl)-7-methoxy-1,4-dihydro-indeno[2,1-c]pyrazole dissolved in 50 ml of anhydrous ethanol was hydrogenated on 85 mg of platinum oxide for 2 hours. The catalyst was subsequently filtered off, rinsed with ethanol and the solvent was removed in a vacuum. The colorless oil obtained was dissolved in 70 ml of anhydrous diethyl ether, filtered and treated while stirring with a solution of 371 mg (3.2 mmol) of fumaric acid in 10 ml of methanol. The mixture was stir...